This data is from the Open Reaction Database (ORD), a public repository of structured organic reaction records. The task is: describe an organic reaction: reactants, conditions, products, and yield Solvent: C1(=CC=CC=C1)C (toluene). Procedure details: A mixture of 1-[6-(4-bromo-phenoxy)-pyridin-3-yl]-pyrrolidine-2,2-dicarboxylic acid diethyl ester (0.28 g, 0.53 mmol), zinc cyanide (0.037 g, 0.32 mmol), tetrakistriphenylphosphine palladium (0) (0.024 g, 0.021 mmol) and 0.66 mL of dimethylformamide was heated to 80° C. for 24 hours. An additional 37 mg of zinc cyanide and 24 mg of tetrakistriphenylphosphine palladium (0) was added and the mixture was stirred at 80° C. for an additional 48 hours. After cooling to room temperature, the mixture wa... Reagents/catalysts: [C-]#N.[Zn+2].[C-]#N (zinc cyanide), [C-]#N.[Zn+2].[C-]#N (zinc cyanide). Product: C(C)OC(=O)C1(N(CCC1)C=1C=NC(=CC1)OC1=CC=C(C=C1)C#N)C(=O)OCC (1-[6-(4-Cyano-phenoxy)-pyridin-3-yl]-pyrrolidine-2,2-dicarboxylic acid diethyl ester). The reactants are tetrakistriphenylphosphine palladium (0), C(C)OC(=O)C1(N(CCC1)C=1C=NC(=CC1)OC1=CC=C(C=C1)Br)C(=O)OCC (1-[6-(4-bromo-phenoxy)-pyridin-3-yl]-pyrrolidine-2,2-dicarboxylic acid diethyl ester), tetrakistriphenylphosphine palladium (0), CN(C=O)C (dimethylformamide). Reaction conditions: temperature 80 celsius, time 48 hour. Reaction SMILES: [CH2:1]([O:3][C:4]([C:6]1([C:25]([O:27][CH2:28][CH3:29])=[O:26])[CH2:10][CH2:9][CH2:8][N:7]1[C:11]1[CH:12]=[N:13][C:14]([O:17][C:18]2[CH:23]=[CH:22][C:21](Br)=[CH:20][CH:19]=2)=[CH:15][CH:16]=1)=[O:5])[CH3:2].[CH3:30][N:31](C)C=O>C1(C)C=CC=CC=1.[C-]#N.[Zn+2].[C-]#N>[CH2:1]([O:3][C:4]([C:6]1([C:25]([O:27][CH2:28][CH3:29])=[O:26])[CH2:10][CH2:9][CH2:8][N:7]1[C:11]1[CH:12]=[N:13][C:14]([O:17][C:18]2[CH:23]=[CH:22][C:21]([C:30]#[N:31])=[CH:20][CH:19]=2)=[CH:15][CH:16]=1)=[O:5])[CH3:2] |f:3.4.5|. Reactants: COCCN1CCC(CC1)=CC(=O)O (2-(1-(2-methoxyethyl)piperidin-4-ylidene)acetic acid), S(=O)(Cl)Cl (thionyl chloride). The product is Cl.COCCN1CCC(CC1)=CC(=O)Cl (2-(1-(2-methoxyethyl)piperidin-4-ylidene)acetyl chloride hydrochloride). As a reaction SMILES: [CH3:1][O:2][CH2:3][CH2:4][N:5]1[CH2:10][CH2:9][C:8](=[CH:11][C:12]([OH:14])=O)[CH2:7][CH2:6]1.S(Cl)([Cl:17])=O>>[ClH:17].[CH3:1][O:2][CH2:3][CH2:4][N:5]1[CH2:10][CH2:9][C:8](=[CH:11][C:12]([Cl:17])=[O:14])[CH2:7][CH2:6]1 |f:2.3|. Procedure: 2.4 g of 2-(1-(2-methoxyethyl)piperidin-4-ylidene)acetic acid was dissolved in 20 mL of thionyl chloride, refluxed for 2 hours, evaporated in vacuo to remove thionyl chloride and give a solid product. Reactants: CC=1C=C(C=NC1OCC(F)(F)F)C(C)=O (1-(5-methyl-6-(2,2,2-trifluoroethoxy)pyridin-3-yl)ethanone), CC(C)(C)[S@@](=O)N ((R)-2-methylpropane-2-sulfinamide), Amine-1. Yields the product CC(C)(C)[S@@](=O)NC(C)C=1C=NC(=C(C1)C)OCC(F)(F)F ((R)-2-methyl-N-(1-(5-methyl-6-(2,2,2-trifluoroethoxy)pyridin-3-yl)ethyl)propane-2-sulfinamide). Yield: 79.0%. RXN SMILES: [CH3:1][C:2]1[CH:3]=[C:4]([C:14](=O)[CH3:15])[CH:5]=[N:6][C:7]=1[O:8][CH2:9][C:10]([F:13])([F:12])[F:11].[CH3:17][C:18]([S@:21]([NH2:23])=[O:22])([CH3:20])[CH3:19]>>[CH3:17][C:18]([S@:21]([NH:23][CH:14]([C:4]1[CH:5]=[N:6][C:7]([O:8][CH2:9][C:10]([F:13])([F:12])[F:11])=[C:2]([CH3:1])[CH:3]=1)[CH3:15])=[O:22])([CH3:20])[CH3:19]. Reported procedure: The title compound is prepared in 79% yield (1.70 g, colorless oil) from 1-(5-methyl-6-(2,2,2-trifluoroethoxy)pyridin-3-yl)ethanone (1.47 g, 6.32 mmol, Step-3) and (R)-2-methylpropane-2-sulfinamide by the similar manner in Step-4 of Amine-1. The reactants are C(C)OCCC1=C(C(=NC=C1)N)N ((2-ethoxyethyl)-2,3-pyridinediamine), ClCC(=O)Cl (2-chloroacetyl chloride), O1CCOCC1 (1,4-dioxane). Run at time 5 hour. Yields the product ClCC(=O)NC1=NC=CC=C1NCCOCC (2-chloro-N-[3-[(2-ethoxyethyl)amino]-2-pyridinyl]acetamide). Yield: 70.4%. Reaction SMILES: C(OCC[C:6]1[CH:11]=[CH:10][N:9]=[C:8]([NH2:12])[C:7]=1[NH2:13])C.[Cl:14][CH2:15][C:16](Cl)=[O:17].[O:19]1[CH2:24][CH2:23]O[CH2:21][CH2:20]1>>[Cl:14][CH2:15][C:16]([NH:12][C:8]1[C:7]([NH:13][CH2:21][CH2:20][O:19][CH2:24][CH3:23])=[CH:6][CH:11]=[CH:10][N:9]=1)=[O:17]. Reported procedure: To a stirred solution of 3.8 parts of N3 -(2-ethoxyethyl)-2,3-pyridinediamine in 50 parts of 1,4-dioxane were added 5.64 parts of 2-chloroacetyl chloride. The reaction mixture was stirred for 5 hours at reflux temperature. The reaction mixture was evaporated and the residue was dissolved in methylbenzene. The whole was evaporated again, yielding 3.62 parts (70.4%) of 2-chloro-N-[3-[(2-ethoxyethyl)amino]-2-pyridinyl]acetamide as a residue (int. 24). The reactants are CS(C)=O, O=CC1CCN(C(=O)C=Cc2cc(F)cc(F)c2)CC1, [H-], [Na+]. Yields the product O=C(C=Cc1cc(F)cc(F)c1)N1CCC(C2CO2)CC1. Reaction SMILES: [CH3:23][S:24]([CH3:25])=[O:26].[F:3][c:4]1[cH:5][c:6]([CH:11]=[CH:12][C:13](=[O:14])[N:15]2[CH2:16][CH2:17][CH:18]([CH:21]=[O:22])[CH2:19][CH2:20]2)[cH:7][c:8]([F:10])[cH:9]1.[H-:2].[Na+:1]>>[F:3][c:4]1[cH:5][c:6]([CH:11]=[CH:12][C:13](=[O:14])[N:15]2[CH2:16][CH2:17][CH:18]([CH:21]3[O:22][CH2:23]3)[CH2:19][CH2:20]2)[cH:7][c:8]([F:10])[cH:9]1.